This data is from the Open Reaction Database (ORD), a public repository of structured organic reaction records. The task is: describe an organic reaction: reactants, conditions, products, and yield Starting materials: COC(=O)Cl, CC(C)=O, CCC(C)NC(=S)Nc1c(C(C)C)cccc1C(C)C. Yields the product CCC(C)N=C(Nc1c(C(C)C)cccc1C(C)C)SC(=O)OC, Cl. RXN SMILES: [CH3:21][O:22][C:23](=[O:24])[Cl:25].[CH3:26][C:27](=[O:28])[CH3:29].[CH:1]([CH3:2])([CH3:3])[c:4]1[c:5]([NH:13][C:14](=[S:15])[NH:16][CH:17]([CH3:18])[CH2:19][CH3:20])[c:6]([CH:10]([CH3:11])[CH3:12])[cH:7][cH:8][cH:9]1>>[CH:1]([CH3:2])([CH3:3])[c:4]1[c:5]([NH:13][C:14]([S:15][C:23]([O:22][CH3:21])=[O:24])=[N:16][CH:17]([CH3:18])[CH2:19][CH3:20])[c:6]([CH:10]([CH3:11])[CH3:12])[cH:7][cH:8][cH:9]1.[ClH:25]. Reactants: BrB(Br)Br, COc1ccc2nc(-c3ccc([N+](=O)[O-])cc3)sc2c1, ClCCl. Yields the product O=[N+]([O-])c1ccc(-c2nc3ccc(O)cc3s2)cc1. As a reaction SMILES: [B:21]([Br:22])([Br:23])[Br:24].[CH3:1][O:2][c:3]1[cH:4][c:5]2[c:6]([n:7][c:8](-[c:10]3[cH:11][cH:12][c:13]([N+:16](=[O:17])[O-:18])[cH:14][cH:15]3)[s:9]2)[cH:19][cH:20]1.[Cl:25][CH2:26][Cl:27]>>[OH:2][c:3]1[cH:4][c:5]2[c:6]([n:7][c:8](-[c:10]3[cH:11][cH:12][c:13]([N+:16](=[O:17])[O-:18])[cH:14][cH:15]3)[s:9]2)[cH:19][cH:20]1. Reactants: COC=1C=C2C(=CN(C2=CC1)C)C1=CC=2C(=NC=C(N2)CNC=O)N1COCC[Si](C)(C)C (N-((6-(5-Methoxy-1-methyl-1H-indol-3-yl)-5-((2-(trimethylsilyl)ethoxy)methyl)-5H-pyrrolo[2,3-b]pyrazin-2-yl)methyl)formamide), COC=1C=CC(=CC1)P2(=S)SP(=S)(S2)C=3C=CC(=CC3)OC (Lawesson's Reagent), mercuric acetate, mercuric acetate. The solvent is O1CCOCC1 (1,4-dioxane), CCOC(=O)C (EtOAc). Run at temperature 80 celsius, time 30 minute. Yields the product COC=1C=C2C(=CN(C2=CC1)C)C1=CC2=C(N=CC=3N2C=NC3)N1COCC[Si](C)(C)C (7-(5-methoxy-1-methyl-1H-indol-3-yl)-6-((2-(trimethylsilyl)ethoxy)methyl)-6H-imidazo[1,5-a]pyrrolo[2,3-e]pyrazine). The yield is 48.7%. As a reaction SMILES: [CH3:1][O:2][C:3]1[CH:4]=[C:5]2[C:9](=[CH:10][CH:11]=1)[N:8]([CH3:12])[CH:7]=[C:6]2[C:13]1[N:25]([CH2:26][O:27][CH2:28][CH2:29][Si:30]([CH3:33])([CH3:32])[CH3:31])[C:16]2=[N:17][CH:18]=[C:19]([CH2:21][NH:22][CH:23]=O)[N:20]=[C:15]2[CH:14]=1.COC1C=CC(P2(SP(C3C=CC(OC)=CC=3)(=S)S2)=S)=CC=1>O1CCOCC1.CCOC(C)=O>[CH3:1][O:2][C:3]1[CH:4]=[C:5]2[C:9](=[CH:10][CH:11]=1)[N:8]([CH3:12])[CH:7]=[C:6]2[C:13]1[N:25]([CH2:26][O:27][CH2:28][CH2:29][Si:30]([CH3:32])([CH3:31])[CH3:33])[C:16]2[N:17]=[CH:18][C:19]3[N:20]([CH:23]=[N:22][CH:21]=3)[C:15]=2[CH:14]=1. Procedure: N-((6-(5-Methoxy-1-methyl-1H-indol-3-yl)-5-((2-(trimethylsilyl)ethoxy)methyl)-5H-pyrrolo[2,3-b]pyrazin-2-yl)methyl)formamide (0.10 g, 0.22 mmol) in 1,4-dioxane (4 mL) was treated with Lawesson's Reagent (0.053 g, 0.13 mmol) and heated to about 80° C. in an oil bath for about 15 min. The mixture was cooled and mercuric acetate (0.073 g, 0.23 mmol, Fluka) was added. The mixture was stirred for about 30 min at ambient temperature and another portion of mercuric acetate (0.073 g, 0.228 mmol, Fluka) ... The reactants are BrC1=CC=C(C=C1)N1CC(CCC1)C (1-(4-bromo-phenyl)-3-methyl-piperidine), solution, C(C)(C)(C)[Li] (tert-butyl lithium), ClC1=C(C=C(C(=O)N(C)OC)C=C1)S(N)(=O)=O (4-chloro-N-methoxy-N-methyl-3-sulfamoyl-benzamide). Solvent: O1CCCC1 (tetrahydrofuran), O1CCCC1 (tetrahydrofuran). Reaction conditions: time 10 minute. Yields the product ClC1=C(C=C(C=C1)C(C1=CC=C(C=C1)N1CC(CCC1)C)=O)S(=O)(=O)N (2-chloro-5-[4-(3-methyl-piperidin-1-yl)-benzoyl]-benzenesulfonamide). RXN SMILES: Br[C:2]1[CH:7]=[CH:6][C:5]([N:8]2[CH2:13][CH2:12][CH2:11][CH:10]([CH3:14])[CH2:9]2)=[CH:4][CH:3]=1.[Cl:15][C:16]1[CH:27]=[CH:26][C:19]([C:20](N(OC)C)=[O:21])=[CH:18][C:17]=1[S:28](=[O:31])(=[O:30])[NH2:29].C([Li])(C)(C)C>O1CCCC1>[Cl:15][C:16]1[CH:27]=[CH:26][C:19]([C:20](=[O:21])[C:2]2[CH:7]=[CH:6][C:5]([N:8]3[CH2:13][CH2:12][CH2:11][CH:10]([CH3:14])[CH2:9]3)=[CH:4][CH:3]=2)=[CH:18][C:17]=1[S:28]([NH2:29])(=[O:31])=[O:30]. Reported procedure: A solution of 0.821 g of 1-(4-bromo-phenyl)-3-methyl-piperidine in tetrahydrofuran is cooled to −78° C. and treated with 0.3 g of 4-chloro-N-methoxy-N-methyl-3-sulfamoyl-benzamide. The mixture is stirred for 10 min and treated slowly with 4.31 mL of a solution of tert-butyl lithium (1.5 M) in tetrahydrofuran (3 mL). The orange solution is stirred at −78° C. for 15 min then at 0° C. for 1 hour. The reaction mixture is quenched with saturated aqueous ammonium chloride (100 mL) and extracted with e...